describe an organic reaction: reactants, conditions, products, and yield From a dataset of the Open Reaction Database (ORD), a public repository of structured organic reaction records. Starting materials: C=CC=C (1,3-butadiene), C=O (formaldehyde), N (ammonia), C=CC=C (butadiene), F.F.F[Si](F)(F)F (fluosilicic acid), C=CC=C (1,3-butadiene), C=O (formaldehyde), N1=CC=CC=C1 (pyridine), C=CC=C (butadiene). Reaction conditions: temperature 320 celsius, time 4.9 second. The product is CC=1C=NC=CC1 (3-methylpyridine), N1=CC=CC=C1 (pyridine). Isolated yield 44.0%. Reaction SMILES: [CH2:1]=[CH:2][CH:3]=[CH2:4].C=O.N.F.F.F[Si](F)(F)F.[N:15]1[CH:20]=[CH:19][CH:18]=[CH:17][CH:16]=1>>[CH3:1][C:2]1[CH:16]=[N:15][CH:20]=[CH:4][CH:3]=1.[N:15]1[CH:20]=[CH:19][CH:18]=[CH:17][CH:16]=1 |f:3.4.5|. Reported procedure: Following the same general procedure as in Example 1, a gaseous mixture of 1,3-butadiene (2.1% by volume), formaldehyde (1.7% by volume), ammonia (7.8% by volume), air 31.5% by volume), steam (33.2% by volume) and nitrogen (23.7% by volume) was passed through a fluidised bed of "Synclyst" catalyst (previously treated with fluosilicic acid in an amount corresponding to 5% by weight of the catalyst) maintained at 320° C. The contact time was 4.9 seconds and the mixture was passed over a period of ... The reactants are CCOC(=O)C(C(=O)OCC)C(c1ccc(NC(=O)OC(C)(C)C)nc1)C(C)C, CCO, ClCCl, [K+], [OH-], O. The product is CCOC(=O)C(C(=O)O)C(c1ccc(NC(=O)OC(C)(C)C)nc1)C(C)C. As a reaction SMILES: [CH2:1]([CH3:2])[O:3][C:4]([CH:5]([C:6](=[O:7])[O:8][CH2:9][CH3:10])[CH:11]([CH:12]([CH3:13])[CH3:14])[c:15]1[cH:16][n:17][c:18]([NH:21][C:22](=[O:23])[O:24][C:25]([CH3:26])([CH3:27])[CH3:28])[cH:19][cH:20]1)=[O:29].[CH3:36][CH2:37][OH:38].[Cl:33][CH2:34][Cl:35].[K+:31].[OH-:30].[OH2:32]>>[CH2:1]([CH3:2])[O:3][C:4]([CH:5]([C:6](=[O:7])[OH:8])[CH:11]([CH:12]([CH3:13])[CH3:14])[c:15]1[cH:16][n:17][c:18]([NH:21][C:22](=[O:23])[O:24][C:25]([CH3:26])([CH3:27])[CH3:28])[cH:19][cH:20]1)=[O:29]. The reactants are C(C)(C)NC(C)C (diisopropylamine), COC1=C(CN2C(C[C@H]2[C@H]2OC(OC2)(C)C)=O)C=CC(=C1)OC ((S)-1-(2,4-dimethoxy-benzyl)-4-[(R)-2,2-dimethyl-1,3-dioxolan-4-yl]-2-azetidinone), C(C)=O (acetaldehyde), solution, C(CCC)[Li] (butyl lithium). Solvent: O1CCCC1 (tetrahydrofuran), O1CCCC1 (tetrahydrofuran), O1CCCC1 (tetrahydrofuran), CCCCCC (hexane). Reaction conditions: time 45 minute. Product: COC1=C(CN2C([C@@H]([C@H]2[C@H]2OC(OC2)(C)C)[C@@H](C)O)=O)C=CC(=C1)OC ((3S,4S)-1-(2,4-dimethoxybenzyl)-4-[(R)-2,2-dimethyl-1,3-dioxolan-4-yl]-3-[(R)-1-hydroxyethyl]-2-azetidinone). As a reaction SMILES: C([Li])CCC.C(NC(C)C)(C)C.[CH3:13][O:14][C:15]1[CH:33]=[C:32]([O:34][CH3:35])[CH:31]=[CH:30][C:16]=1[CH2:17][N:18]1[C@H:21]([C@@H:22]2[CH2:26][O:25][C:24]([CH3:28])([CH3:27])[O:23]2)[CH2:20][C:19]1=[O:29].[CH:36](=[O:38])[CH3:37]>CCCCCC.O1CCCC1>[CH3:13][O:14][C:15]1[CH:33]=[C:32]([O:34][CH3:35])[CH:31]=[CH:30][C:16]=1[CH2:17][N:18]1[C@H:21]([C@@H:22]2[CH2:26][O:25][C:24]([CH3:28])([CH3:27])[O:23]2)[C@@H:20]([C@H:36]([OH:38])[CH3:37])[C:19]1=[O:29]. Procedure: 0.65 ml of a 1.7M solution of butyl lithium in hexane is added to a solution, cooled to -65°, of 111 mg (1.1 mmol) of diisopropylamine in 4 ml of tetrahydrofuran. The mixture is cooled to -78° and treated after 15 minutes with a solution of 321 mg (1 mmol) of (S)-1-(2,4-dimethoxy-benzyl)-4-[(R)-2,2-dimethyl-1,3-dioxolan-4-yl]-2-azetidinone in 1 ml of tetrahydrofuran. The mixture is stirred at -78° for 45 minutes and then a solution of 100 mg (2,27 mmol) of acetaldehyde in 0.5 ml of tetrahydrofur... The reactants are CC(=O)N1CCc2c(sc(C)c2CCCl)C1, c1ccc2c(N3CCNCC3)nsc2c1. Product: CC(=O)N1CCc2c(sc(C)c2CCN2CCN(c3nsc4ccccc34)CC2)C1. As a reaction SMILES: [C:1]([CH3:2])(=[O:3])[N:4]1[CH2:5][c:6]2[c:7]([c:10]([CH2:14][CH2:15][Cl:16])[c:11]([CH3:13])[s:12]2)[CH2:8][CH2:9]1.[s:17]1[n:18][c:19]([N:26]2[CH2:27][CH2:28][NH:29][CH2:30][CH2:31]2)[c:20]2[c:21]1[cH:22][cH:23][cH:24][cH:25]2>>[C:1]([CH3:2])(=[O:3])[N:4]1[CH2:5][c:6]2[c:7]([c:10]([CH2:14][CH2:15][N:29]3[CH2:28][CH2:27][N:26]([c:19]4[n:18][s:17][c:21]5[c:20]4[cH:25][cH:24][cH:23][cH:22]5)[CH2:31][CH2:30]3)[c:11]([CH3:13])[s:12]2)[CH2:8][CH2:9]1. Starting materials: C[C@@H]1NC[C@@H](CCC1)C (cis-2,6-dimethylhexahydroazepine), FC1=NC=NC(=C1)F (4,6-difluoropyrimidine), C([O-])([O-])=O.[K+].[K+] (potassium carbonate), C(C#CC)O (2-butyn-1-ol). The solvent is O (water), C1(=CC=CC=C1)C (toluene), C(C)N(CC)CC (triethylamine). Reaction conditions: temperature 30 celsius. Yields the product C(C#CC)OC1=CC(=NC=N1)N1[C@H](CCC[C@H](C1)C)C (1-(6-(2-butynyloxy)pyrimidin-4-yl)-cis-2,6-dimethylhexahydroazepine). RXN SMILES: F[C:2]1[CH:7]=[C:6](F)[N:5]=[CH:4][N:3]=1.C(=O)([O-])[O-].[K+].[K+].[CH2:15]([OH:19])[C:16]#[C:17][CH3:18].[CH3:20][C@H:21]1[CH2:27][CH2:26][CH2:25][C@@H:24]([CH3:28])[CH2:23][NH:22]1>O.C1(C)C=CC=CC=1.C(N(CC)CC)C>[CH2:15]([O:19][C:6]1[N:5]=[CH:4][N:3]=[C:2]([N:22]2[CH2:23][C@H:24]([CH3:28])[CH2:25][CH2:26][CH2:27][C@@H:21]2[CH3:20])[CH:7]=1)[C:16]#[C:17][CH3:18] |f:1.2.3|. Reported procedure: To a mixture obtained by adding 110.0 g of 4,6-difluoropyrimidine, 132.3 g of potassium carbonate and 19.2 g of triethylamine to 220.0 g of toluene, 69.8 g of 2-butyn-1-ol is added dropwise at 25 to 30° C. over one hour, followed by stirring at 30° C. Then, 220.0 g of water is added dropwise into the reaction mixture, followed by stirring. Then, 126.6 g of cis-2,6-dimethylhexahydroazepine is added dropwise and, after the mixture is stirred at 30° C., the reaction mixture is allowed to stand. Aft... Reactants: N1C=C(C2=CC=CC=C12)CCCO (3-(1H-indol-3-yl)propanol), BrP(C1=CC=CC=C1)(C1=CC=CC=C1)(C1=CC=CC=C1)Br (dibromotriphenylphosphorane), C1CCCCC1 (cyclohexane). Solvent: O1CCOCC1 (dioxane). Conditions: time 18 hour. The product is N1C=C(C2=CC=CC=C12)CCCBr (3-(1H-Indol-3-yl)propyl Bromide). Yield: 99.4%. Reaction SMILES: [NH:1]1[C:9]2[C:4](=[CH:5][CH:6]=[CH:7][CH:8]=2)[C:3]([CH2:10][CH2:11][CH2:12]O)=[CH:2]1.[Br:14]P(Br)(C1C=CC=CC=1)(C1C=CC=CC=1)C1C=CC=CC=1.C1CCCCC1>O1CCOCC1>[NH:1]1[C:9]2[C:4](=[CH:5][CH:6]=[CH:7][CH:8]=2)[C:3]([CH2:10][CH2:11][CH2:12][Br:14])=[CH:2]1. Reported procedure: To a solution of 2 g (11.41 mmol) of 3-(1H-indol-3-yl)propanol in 40 ml of dioxane was added at room temperature 5.3 g (12.55 mmol) of dibromotriphenylphosphorane and the resulting solution was stirred during 18 h. An excess of cyclohexane was added and the resulting precipitate was filtered and discarded. The solvent was evaporated to dryness to give 2.7 g (99%) of product as an oil which was used in the subsequent step without further purification. Starting materials: ClCC1=CC=C(C=C1)NC(\C=C\C1=CC(=CC=C1)C1=CC=C(C=C1)C)=O ((E)-N-[4-(chloromethyl)-phenyl]-3-(4-methylphenyl)cinnamamide), OC1CNCCC1 (3-hydroxypiperidine), O (water). The solvent is CN(C)C=O (DMF). Conditions: time 13 hour. Yields the product OC1CN(CCC1)CC1=CC=C(C=C1)NC(\C=C\C1=CC(=CC=C1)C1=CC=C(C=C1)C)=O ((E)-N-[4-(3-hydroxypiperidino-methyl)-phenyl]-3-(4-methylphenyl)cinnamamide). The yield is 73.8%. RXN SMILES: Cl[CH2:2][C:3]1[CH:8]=[CH:7][C:6]([NH:9][C:10](=[O:26])/[CH:11]=[CH:12]/[C:13]2[CH:18]=[CH:17][CH:16]=[C:15]([C:19]3[CH:24]=[CH:23][C:22]([CH3:25])=[CH:21][CH:20]=3)[CH:14]=2)=[CH:5][CH:4]=1.[OH:27][CH:28]1[CH2:33][CH2:32][CH2:31][NH:30][CH2:29]1.O>CN(C=O)C>[OH:27][CH:28]1[CH2:33][CH2:32][CH2:31][N:30]([CH2:2][C:3]2[CH:8]=[CH:7][C:6]([NH:9][C:10](=[O:26])/[CH:11]=[CH:12]/[C:13]3[CH:18]=[CH:17][CH:16]=[C:15]([C:19]4[CH:24]=[CH:23][C:22]([CH3:25])=[CH:21][CH:20]=4)[CH:14]=3)=[CH:5][CH:4]=2)[CH2:29]1. Reported procedure: In DMF (3ml) was dissolved (E)-N-[4-(chloromethyl)-phenyl]-3-(4-methylphenyl)cinnamamide (200mg), and to the mixture was added 3-hydroxypiperidine (168mg). The mixture was stirred at room temperature for 13 hours, and to the mixture was added water (50ml). The mixture was extracted with ethyl acetate. The organic layer was washed with saturated sodium chloride solution, dried with anhydrous sodium sulfate, and concentrated under reduced pressure. The residue was recrystallized from ethyl acetate... Reactants: COC([C@H](C)OC1=C2C(=C(C(=NC2=C(C=C1)F)CC)CC1=C(C=C(C=C1)Cl)Cl)OC(F)F)=O ((S)-2-[3-(2,4-dichlorobenzyl)-4-difluoromethoxy-2-ethyl-8-fluoroquinolin-5-yloxy]propionic acid methyl ester), COC([C@H](C)OC1=C2C(=C(C(=NC2=C(C=C1)F)CC)CC1=C(C=C(C=C1)Cl)Cl)OC)=O ((S)-2-[3-(2,4-dichlorobenzyl)-2-ethyl-8-fluoro-4-methoxyquinolin-5-yloxy]propionic acid methyl ester), CO (methanol), [OH-].[Li+] (lithium hydroxide). Solvent: O (water), C(C)(=O)O (acetic acid). Reaction conditions: time 8 hour. Product: ClC1=C(CC=2C(=NC3=C(C=CC(=C3C2OC(F)F)O[C@H](C(=O)O)C)F)CC)C=CC(=C1)Cl ((S)-2-[3-(2,4-dichlorobenzyl)-4-difluoromethoxy-2-ethyl-8-fluoroquinolin-5-yloxy]propionic acid), ClC1=C(CC=2C(=NC3=C(C=CC(=C3C2OC)O[C@H](C(=O)O)C)F)CC)C=CC(=C1)Cl ((S)-2-[3-(2,4-dichlorobenzyl)-2-ethyl-8-fluoro-4-methoxyquinolin-5-yloxy]propionic acid). Reaction SMILES: C[O:2][C:3](=[O:33])[C@@H:4]([O:6][C:7]1[CH:16]=[CH:15][C:14]([F:17])=[C:13]2[C:8]=1[C:9]([O:29][CH:30]([F:32])[F:31])=[C:10]([CH2:20][C:21]1[CH:26]=[CH:25][C:24]([Cl:27])=[CH:23][C:22]=1[Cl:28])[C:11]([CH2:18][CH3:19])=[N:12]2)[CH3:5].C[O:35][C:36](=[O:64])[C@@H:37]([O:39][C:40]1[CH:49]=[CH:48][C:47]([F:50])=[C:46]2[C:41]=1[C:42]([O:62][CH3:63])=[C:43]([CH2:53][C:54]1[CH:59]=[CH:58][C:57]([Cl:60])=[CH:56][C:55]=1[Cl:61])[C:44]([CH2:51][CH3:52])=[N:45]2)[CH3:38].CO.[OH-].[Li+]>C(O)(=O)C.O>[Cl:28][C:22]1[CH:23]=[C:24]([Cl:27])[CH:25]=[CH:26][C:21]=1[CH2:20][C:10]1[C:11]([CH2:18][CH3:19])=[N:12][C:13]2[C:8]([C:9]=1[O:29][CH:30]([F:31])[F:32])=[C:7]([O:6][C@@H:4]([CH3:5])[C:3]([OH:33])=[O:2])[CH:16]=[CH:15][C:14]=2[F:17].[Cl:61][C:55]1[CH:56]=[C:57]([Cl:60])[CH:58]=[CH:59][C:54]=1[CH2:53][C:43]1[C:44]([CH2:51][CH3:52])=[N:45][C:46]2[C:41]([C:42]=1[O:62][CH3:63])=[C:40]([O:39][C@@H:37]([CH3:38])[C:36]([OH:64])=[O:35])[CH:49]=[CH:48][C:47]=2[F:50] |f:3.4|. Procedure: A mixture of (S)-2-[3-(2,4-dichlorobenzyl)-4-difluoromethoxy-2-ethyl-8-fluoroquinolin-5-yloxy]propionic acid methyl ester and (S)-2-[3-(2,4-dichlorobenzyl)-2-ethyl-8-fluoro-4-methoxyquinolin-5-yloxy]propionic acid methyl ester (0.58 g), methanol (10 mL), water (0.8 mL) and 5.0 M aqueous lithium hydroxide solution (0.40 mL) was stirred at room temperature overnight. The mixture was acidified by the addition of glacial acetic acid and concentrated under reduced pressure. Purification of the residu... The solvent is C(C)O (ethanol). Procedure: To a solution of (4-{3-[2-(3-chloro-benzylamino)-pyrimidin-4-yl]-1H-pyrazolo[3,4-d]pyrimidin-6-ylamino}-cyclohexyl)-carbamic acid tert-butyl ester (150 mg, 0.27 mmol) in ethanol (5 mL) was added concentrated hydrochloric acid (3 mL) slowly. The reaction mixture was stirred at room temperature for 15 hours. The solvent was then removed under reduced pressure and the solid was purified by prep-HPLC and concentrated to afford N-{3-[2-(3-chloro-benzylamino)-pyrimidin-4-yl]-1H-pyrazolo[3,4-d]pyrimidi... The product is ClC=1C=C(CNC2=NC=CC(=N2)C2=NNC3=NC(=NC=C32)NC3CCC(CC3)N)C=CC1 (N-{3-[2-(3-chloro-benzylamino)-pyrimidin-4-yl]-1H-pyrazolo[3,4-d]pyrimidin-6-yl}-cyclohexane-1,4-diamine). Reaction SMILES: C(OC(=O)[NH:7][CH:8]1[CH2:13][CH2:12][CH:11]([NH:14][C:15]2[N:20]=[C:19]3[NH:21][N:22]=[C:23]([C:24]4[CH:29]=[CH:28][N:27]=[C:26]([NH:30][CH2:31][C:32]5[CH:37]=[CH:36][CH:35]=[C:34]([Cl:38])[CH:33]=5)[N:25]=4)[C:18]3=[CH:17][N:16]=2)[CH2:10][CH2:9]1)(C)(C)C.Cl>C(O)C>[Cl:38][C:34]1[CH:33]=[C:32]([CH:37]=[CH:36][CH:35]=1)[CH2:31][NH:30][C:26]1[N:25]=[C:24]([C:23]2[C:18]3[C:19](=[N:20][C:15]([NH:14][CH:11]4[CH2:10][CH2:9][CH:8]([NH2:7])[CH2:13][CH2:12]4)=[N:16][CH:17]=3)[NH:21][N:22]=2)[CH:29]=[CH:28][N:27]=1. Run at time 15 hour. Starting materials: C(C)(C)(C)OC(NC1CCC(CC1)NC1=NC=C2C(=N1)NN=C2C2=NC(=NC=C2)NCC2=CC(=CC=C2)Cl)=O ((4-{3-[2-(3-chloro-benzylamino)-pyrimidin-4-yl]-1H-pyrazolo[3,4-d]pyrimidin-6-ylamino}-cyclohexyl)-carbamic acid tert-butyl ester), Cl (hydrochloric acid). Reactants: beige solid, S(O)(O)(=O)=O (sulphuric acid), C(C1=CC=CC=C1)NC1=NC=CC(=C1)C1=C(N=C(S1)CC)C1=CC=C(C=C1)F (N-benzyl-4-[2-ethyl-4-(4-fluorophenyl)-1,3-thiazol-5-yl]pyridine-2-amine), [OH-].[Na+] (sodium hydroxide). Solvent: ice water. Conditions: time 30 minute. Product: C(C)C=1SC(=C(N1)C1=CC=C(C=C1)F)C1=CC(=NC=C1)N (4-[2-Ethyl-4-(4-fluorophenyl)-1,3-thiazol-5-yl]pyridine-2-amine). As a reaction SMILES: S(=O)(=O)(O)O.C([NH:13][C:14]1[CH:19]=[C:18]([C:20]2[S:24][C:23]([CH2:25][CH3:26])=[N:22][C:21]=2[C:27]2[CH:32]=[CH:31][C:30]([F:33])=[CH:29][CH:28]=2)[CH:17]=[CH:16][N:15]=1)C1C=CC=CC=1.[OH-].[Na+]>>[CH2:25]([C:23]1[S:24][C:20]([C:18]2[CH:17]=[CH:16][N:15]=[C:14]([NH2:13])[CH:19]=2)=[C:21]([C:27]2[CH:28]=[CH:29][C:30]([F:33])=[CH:31][CH:32]=2)[N:22]=1)[CH3:26] |f:2.3|. Procedure details: With ice cooling, 23 ml of conc. sulphuric acid are added to 4.75 g (10.9 mmol) of N-benzyl-4-[2-ethyl-4-(4-fluorophenyl)-1,3-thiazol-5-yl]pyridine-2-amine, and the reaction mixture is stirred at room temperature for 30 min. The reaction mixture is stirred into 100 ml of ice-water, the pH is adjusted to 10 using concentrated aqueous sodium hydroxide solution and the mixture is extracted with dichloromethane (3×100 ml). The combined organic phases are dried over MgSO4 and freed from the solvent u...